This data is from the Open Reaction Database (ORD), a public repository of structured organic reaction records. The task is: describe an organic reaction: reactants, conditions, products, and yield The reactants are Nc1ccnc(N2CCN(C3CCCC3)CC2)n1, O=C(Cl)Oc1ccccc1, ClCCl, Cl, FC1(F)CCNCC1, O=C(Nc1ccnc(N2CCN(C3CCCC3)CC2)n1)Oc1ccccc1, c1ccncc1. Yields the product O=C(Nc1ccnc(N2CCN(C3CCCC3)CC2)n1)N1CCC(F)(F)CC1. RXN SMILES: [CH:1]1([N:2]2[CH2:3][CH2:4][N:5]([c:6]3[n:7][c:8]([NH2:9])[cH:10][cH:11][n:12]3)[CH2:13][CH2:14]2)[CH2:15][CH2:16][CH2:17][CH2:18]1.[Cl:19][C:20]([O:21][c:22]1[cH:23][cH:24][cH:25][cH:26][cH:27]1)=[O:28].[Cl:71][CH2:72][Cl:73].[ClH:70].[F:62][C:63]1([F:69])[CH2:64][CH2:65][NH:66][CH2:67][CH2:68]1.[c:35]1([O:41][C:42](=[O:36])[NH:43][c:44]2[n:45][c:46]([N:50]3[CH2:51][CH2:52][N:53]([CH:56]4[CH2:57][CH2:58][CH2:59][CH2:60]4)[CH2:54][CH2:55]3)[n:47][cH:48][cH:49]2)[cH:37][cH:38][cH:39][cH:40][cH:61]1.[cH:29]1[cH:30][cH:31][n:32][cH:33][cH:34]1>>[O:41]=[C:42]([NH:43][c:44]1[n:45][c:46]([N:50]2[CH2:51][CH2:52][N:53]([CH:56]3[CH2:57][CH2:58][CH2:59][CH2:60]3)[CH2:54][CH2:55]2)[n:47][cH:48][cH:49]1)[N:66]1[CH2:65][CH2:64][C:63]([F:62])([F:69])[CH2:68][CH2:67]1. Reactants: O=C(CCCl)c1cc(Cl)c(O)cc1O, Cl, [Na+], [OH-], O. Yields the product O=C1CCOc2cc(O)c(Cl)cc21. Reaction SMILES: [Cl:1][CH2:2][CH2:3][C:4](=[O:5])[c:6]1[c:7]([OH:14])[cH:8][c:9]([OH:13])[c:10]([Cl:12])[cH:11]1.[ClH:17].[Na+:16].[OH-:15].[OH2:18]>>[CH2:2]1[CH2:3][C:4](=[O:5])[c:6]2[c:7]([cH:8][c:9]([OH:13])[c:10]([Cl:12])[cH:11]2)[O:14]1.